describe an organic reaction: reactants, conditions, products, and yield From a dataset of the Open Reaction Database (ORD), a public repository of structured organic reaction records. Starting materials: C(C)N1N=C(C=C1C=O)C1=CC=C(C=C1)OC(F)(F)F (1-Ethyl-3-[4-(trifluoromethoxy)phenyl]-1H-pyrazole-5-carbaldehyde), O1CCCC1.C(C(C)C)[Mg]Br (isobutylmagnesium bromide tetrahydrofuran). Run in O1CCCC1 (tetrahydrofuran). Product: C(C)N1N=C(C=C1C(CC(C)C)O)C1=CC=C(C=C1)OC(F)(F)F (1-{1-ethyl-3-[4-(trifluoromethoxy)phenyl]-1H-pyrazol-5-yl}-3-methylbutan-1-ol). The yield is 31.0%. RXN SMILES: [CH2:1]([N:3]1[C:7]([CH:8]=[O:9])=[CH:6][C:5]([C:10]2[CH:15]=[CH:14][C:13]([O:16][C:17]([F:20])([F:19])[F:18])=[CH:12][CH:11]=2)=[N:4]1)[CH3:2].O1CCCC1.[CH2:26]([Mg]Br)[CH:27]([CH3:29])[CH3:28]>O1CCCC1>[CH2:1]([N:3]1[C:7]([CH:8]([OH:9])[CH2:26][CH:27]([CH3:29])[CH3:28])=[CH:6][C:5]([C:10]2[CH:11]=[CH:12][C:13]([O:16][C:17]([F:18])([F:20])[F:19])=[CH:14][CH:15]=2)=[N:4]1)[CH3:2] |f:1.2|. Procedure: 1-Ethyl-3-[4-(trifluoromethoxy)phenyl]-1H-pyrazole-5-carbaldehyde (2.5 g) synthesized in Example 58(2) was dissolved in tetrahydrofuran (20 mL), and 1M isobutylmagnesium bromide tetrahydrofuran solution (12 mL) was added dropwise at 0° C. In the same manner as in Example 1(6), the title object compound (0.9 g, 31%) was obtained as an oil. The reactants are CC(C)(C)OCCCC=O, C=CC(C)(O)CCC=C(C)C. The product is CC(C)(C)OCCCCO. Reaction SMILES: [C:1]([CH3:2])([CH3:3])([CH3:4])[O:5][CH2:6][CH2:7][CH2:8][CH:9]=[O:10].[CH3:11][C:12](=[CH:13][CH2:14][CH2:15][C:16]([CH:17]=[CH2:18])([OH:19])[CH3:20])[CH3:21]>>[C:1]([CH3:2])([CH3:3])([CH3:4])[O:5][CH2:6][CH2:7][CH2:8][CH2:9][OH:10]. Reactants: [H-].[Na+] (NaH), N1C=C(C=C1)C=O (1H-pyrrole-3-carbaldehyde), C(C)(C)(C)C1=NC2=C(N1CC1CCC(CC1)F)C=CC(=C2)S(=O)(=O)Cl (2-tert-Butyl-1-[(4-fluorocyclohexyl)methyl]-1H-benzimidazole-5-sulfonyl chloride). Run in C1CCOC1 (THF). Run at time 1 hour. Yields the product C(C)(C)(C)C1=NC2=C(N1CC1CCC(CC1)F)C=CC(=C2)S(=O)(=O)N2C=C(C=C2)C=O (1-({2-tert-Butyl-1-[(4-fluorocyclohexyl)methyl]-1H-benzimidazol-5-yl}sulfonyl)-1H-pyrrole-3-carbaldehyde). RXN SMILES: [H-].[Na+].[NH:3]1[CH:7]=[CH:6][C:5]([CH:8]=[O:9])=[CH:4]1.[C:10]([C:14]1[N:18]([CH2:19][CH:20]2[CH2:25][CH2:24][CH:23]([F:26])[CH2:22][CH2:21]2)[C:17]2[CH:27]=[CH:28][C:29]([S:31](Cl)(=[O:33])=[O:32])=[CH:30][C:16]=2[N:15]=1)([CH3:13])([CH3:12])[CH3:11]>C1COCC1>[C:10]([C:14]1[N:18]([CH2:19][CH:20]2[CH2:21][CH2:22][CH:23]([F:26])[CH2:24][CH2:25]2)[C:17]2[CH:27]=[CH:28][C:29]([S:31]([N:3]3[CH:7]=[CH:6][C:5]([CH:8]=[O:9])=[CH:4]3)(=[O:32])=[O:33])=[CH:30][C:16]=2[N:15]=1)([CH3:13])([CH3:11])[CH3:12] |f:0.1|. Procedure: NaH (0.19 g, 60%, 4.8 mmol) was added to a solution of 1H-pyrrole-3-carbaldehyde (0.13 g, 1.4 mmol) in THF (30 mL) at 0° C. The reaction mixture was allowed to warm to ambient temperature, stirred for 1 h and cooled to 0° C. 2-tert-Butyl-1-[(4-fluorocyclohexyl)methyl]-1H-benzimidazole-5-sulfonyl chloride (0.37 g, 0.96 mmol) was added to the reaction mixture and stirred for 1 h. The reaction mixture was quenched with saturated NaHCO3 solution (30 mL) and the solvent was concentrated. Water (50 mL... Starting materials: CN(C)S(=O)(=O)c1ccc2c(C(=O)Cl)cnn2c1, Cc1ccc(C(=O)Nc2cccc(C(F)(F)F)c2)cc1N, c1ccncc1. Product: Cc1ccc(C(=O)Nc2cccc(C(F)(F)F)c2)cc1NC(=O)c1cnn2cc(S(=O)(=O)N(C)C)ccc12. Reaction SMILES: [CH3:1][N:2]([S:3](=[O:4])(=[O:5])[c:6]1[cH:7][cH:8][c:9]2[n:10]([cH:11]1)[n:12][cH:13][c:14]2[C:15](=[O:16])[Cl:17])[CH3:18].[NH2:19][c:20]1[cH:21][c:22]([C:23](=[O:24])[NH:25][c:26]2[cH:27][c:28]([C:32]([F:33])([F:34])[F:35])[cH:29][cH:30][cH:31]2)[cH:36][cH:37][c:38]1[CH3:39].[cH:40]1[cH:41][cH:42][n:43][cH:44][cH:45]1>>[CH3:1][N:2]([S:3](=[O:4])(=[O:5])[c:6]1[cH:7][cH:8][c:9]2[n:10]([cH:11]1)[n:12][cH:13][c:14]2[C:15](=[O:16])[NH:19][c:20]1[cH:21][c:22]([C:23](=[O:24])[NH:25][c:26]2[cH:27][c:28]([C:32]([F:33])([F:34])[F:35])[cH:29][cH:30][cH:31]2)[cH:36][cH:37][c:38]1[CH3:39])[CH3:18].